Task: describe an organic reaction: reactants, conditions, products, and yield. Dataset: the Open Reaction Database (ORD), a public repository of structured organic reaction records Starting materials: [H-].[Na+] (sodium hydride), O (water), C1(=CC=CC=C1)O (Phenol), C(C1=CC=CC=C1)OC1=C(C=C2C(=NC=NC2=C1)Cl)OC (7-benzyloxy-4-chloro-6-methoxyquinazoline). The solvent is CN1CCCC1=O (NMP), CN1CCCC1=O (NMP). Conditions: time 3 hour. Yields the product C(C1=CC=CC=C1)OC1=C(C=C2C(=NC=NC2=C1)OC1=CC=CC=C1)OC (7-benzyloxy-6-methoxy-4-phenoxyquinazoline). Yield: 83.0%. Reaction SMILES: [C:1]1([OH:7])[CH:6]=[CH:5][CH:4]=[CH:3][CH:2]=1.[H-].[Na+].[CH2:10]([O:17][C:18]1[CH:27]=[C:26]2[C:21]([C:22](Cl)=[N:23][CH:24]=[N:25]2)=[CH:20][C:19]=1[O:29][CH3:30])[C:11]1[CH:16]=[CH:15][CH:14]=[CH:13][CH:12]=1.O>CN1C(=O)CCC1>[CH2:10]([O:17][C:18]1[CH:27]=[C:26]2[C:21]([C:22]([O:7][C:1]3[CH:6]=[CH:5][CH:4]=[CH:3][CH:2]=3)=[N:23][CH:24]=[N:25]2)=[CH:20][C:19]=1[O:29][CH3:30])[C:11]1[CH:16]=[CH:15][CH:14]=[CH:13][CH:12]=1 |f:1.2|. Procedure: Phenol (29.05 g, 309 mmol) was dissolved in NMP (210 ml), sodium hydride (11.025 g, 60% dispersion in mineral oil) was added in portions with cooling and the mixture was stirred for 3 hours. The viscous suspension was diluted with NMP (180 ml) and stirred overnight. The solution of 7-benzyloxy-4-chloro-6-methoxyquinazoline was added and the suspension stirred at 100° C. for 2.5 hours. The suspension was allowed to cool to ambient temperature and poured into water (1.5 l) with vigorous stirring. ... The reactants are COc1ccc(CO)c(OC)c1, ClCCl, O=C1CCC(=O)N1, C1CCOC1. Product: COc1ccc(CN2C(=O)CCC2=O)c(OC)c1. As a reaction SMILES: [CH3:1][O:2][c:3]1[c:4]([CH2:5][OH:6])[cH:7][cH:8][c:9]([O:11][CH3:12])[cH:10]1.[Cl:20][CH2:21][Cl:22].[O:13]=[C:14]1[CH2:15][CH2:16][C:17](=[O:18])[NH:19]1.[O:23]1[CH2:24][CH2:25][CH2:26][CH2:27]1>>[CH3:1][O:2][c:3]1[c:4]([CH2:5][N:19]2[C:14](=[O:13])[CH2:15][CH2:16][C:17]2=[O:18])[cH:7][cH:8][c:9]([O:11][CH3:12])[cH:10]1. Reactants: CC(C)(C)O, CC(C)(C)OO, O, O=S(=O)(O)O. The product is CC(C)(C)OOC(C)(C)C. Reaction SMILES: [C:1]([CH3:2])([CH3:3])([CH3:4])[OH:5].[C:6]([CH3:7])([CH3:8])([CH3:9])[O:10][OH:11].[OH2:17].[S:12](=[O:13])(=[O:14])([OH:15])[OH:16]>>[C:1]([CH3:2])([CH3:3])([CH3:4])[O:5][O:10][C:6]([CH3:7])([CH3:8])[CH3:9]. Reactants: C(C)(C)(C)OC([C@H]1N(C[C@H](C1)N(C(=NC(=O)OC(C)(C)C)N)C(=O)OC(C)(C)C)C(=O)OC(C)(C)C)=O ((4S)-1-(tert-Butyloxycarbonyl)-4-[N,N'-bis(tert-butyloxycarbonyl)guanidino]-L-proline tert-butyl ester), Cl (HCl). Run in O1CCOCC1 (dioxane). Product: Cl.Cl.N(C(=N)N)[C@H]1C[C@H](NC1)C(=O)O ((4S)-4-Guanidino-L-Proline Dihydrochloride). As a reaction SMILES: C([O:5][C:6](=[O:37])[C@@H:7]1[CH2:11][C@H:10]([N:12](C(OC(C)(C)C)=O)[C:13]([NH2:22])=[N:14]C(OC(C)(C)C)=O)[CH2:9][N:8]1C(OC(C)(C)C)=O)(C)(C)C.[ClH:38]>O1CCOCC1>[ClH:38].[ClH:38].[NH:12]([C@@H:10]1[CH2:9][NH:8][C@H:7]([C:6]([OH:37])=[O:5])[CH2:11]1)[C:13]([NH2:22])=[NH:14] |f:3.4.5|. Procedure details: (4S)-1-(tert-Butyloxycarbonyl)-4-[N,N'-bis(tert-butyloxycarbonyl)guanidino]-L-proline tert-butyl ester (55 mg, 0.104 mmol) was treated with 4N HCl in dioxane (2 mL) for 48 hours at room temperature. The reaction mixture was evaporated under diminished pressure, coevaporated several times with diethyl ether and several times with methanol. The product was dried under high vacuum; yield 17.5 mg (98%). Mass spectrum: m/z 173 (M+1); 400 MHz 1H NMR (CD3OD): δ2.20 (m, 1H); 2.89 (m, 1H); 3.38 (dd, 1H);... The reactants are [BH4-], CO, [Na+], COc1ccccc1C(=O)c1ccc(NC(=O)C2(c3ccc4c(c3)OCO4)CC2)nc1. The product is COc1ccccc1C(O)c1ccc(NC(=O)C2(c3ccc4c(c3)OCO4)CC2)nc1. Reaction SMILES: [BH4-:32].[CH3:34][OH:35].[Na+:33].[O:1]1[CH2:2][O:3][c:4]2[c:5]1[cH:6][cH:7][c:8]([C:10]1([C:13](=[O:14])[NH:15][c:16]3[n:17][cH:18][c:19]([C:22]([c:23]4[c:24]([O:29][CH3:30])[cH:25][cH:26][cH:27][cH:28]4)=[O:31])[cH:20][cH:21]3)[CH2:11][CH2:12]1)[cH:9]2>>[O:1]1[CH2:2][O:3][c:4]2[c:5]1[cH:6][cH:7][c:8]([C:10]1([C:13](=[O:14])[NH:15][c:16]3[n:17][cH:18][c:19]([CH:22]([c:23]4[c:24]([O:29][CH3:30])[cH:25][cH:26][cH:27][cH:28]4)[OH:31])[cH:20][cH:21]3)[CH2:11][CH2:12]1)[cH:9]2. Starting materials: Cl.N[C@@H](C(=O)OC(C)(C)C)C1=CC=CC=C1 ((R)-tert-butyl 2-amino-2-phenylacetate HCL), C(#N)[BH3-] (cyanoborohydride), C(C)(=O)O (acetic acid), C(CCCC=O)=O (glutaraldehyde), solution. Run in CO (MeOH), C(Cl)Cl (CH2Cl2), O (water). Conditions: time 30 minute. Yields the product C1(=CC=CC=C1)[C@H](C(=O)OC(C)(C)C)N1CCCCC1 ((R)-tert-butyl 2-phenyl-2-(piperidin-1-yl)acetate). As a reaction SMILES: Cl.[NH2:2][C@H:3]([C:11]1[CH:16]=[CH:15][CH:14]=[CH:13][CH:12]=1)[C:4]([O:6][C:7]([CH3:10])([CH3:9])[CH3:8])=[O:5].C([BH3-])#N.C(O)(=O)C.[CH:24](=O)[CH2:25][CH2:26][CH2:27][CH:28]=O>CO.C(Cl)Cl.O>[C:11]1([C@@H:3]([N:2]2[CH2:28][CH2:27][CH2:26][CH2:25][CH2:24]2)[C:4]([O:6][C:7]([CH3:10])([CH3:9])[CH3:8])=[O:5])[CH:12]=[CH:13][CH:14]=[CH:15][CH:16]=1 |f:0.1|. Reported procedure: To a slurry of (R)-tert-butyl 2-amino-2-phenylacetate HCL (Chem-Impex, 0.200 g, 0.821 mmol), MP-cyanoborohydride (2.44 mmol/g; 500 mg) and acetic acid (0.141 mL, 2.462 mmol) in MeOH (2.00 mL) and CH2Cl2 (2 mL) at rt was added glutaraldehyde (0.155 mL, 0.821 mmol) as a 50% solution in water. The reaction was stirred for 30 min., the reaction filtered, washed with MeOH and concentrated. The residue was taken up in CH2Cl2, washed with saturated NaHCO3, dried (Na2SO4) and concentrated to give the ti... Starting materials: COc1cc(Br)cc(C)c1N, CCOC(C)=O, CC(=O)O, Cl, O=N[O-], [Na+], O, OP(O)P(O)O. Yields the product COc1cc(C)cc(Br)c1. As a reaction SMILES: [Br:1][c:2]1[cH:3][c:4]([O:10][CH3:11])[c:5]([NH2:9])[c:6]([CH3:8])[cH:7]1.[CH3:24][CH2:25][O:26][C:27](=[O:28])[CH3:29].[CH3:30][C:31](=[O:32])[OH:33].[ClH:12].[N:13]([O-:14])=[O:15].[Na+:16].[OH2:23].[P:17]([P:18]([OH:19])[OH:20])([OH:21])[OH:22]>>[Br:1][c:2]1[cH:3][c:4]([O:10][CH3:11])[cH:5][c:6]([CH3:8])[cH:7]1. The reactants are [C-]#N, Clc1ccccc1C1=CCCCC1, CN1CCCC1=O, [Cl-], Cl, O. Reaction SMILES: [C-:14]#[N:15].[C:1]1([c:7]2[c:8]([Cl:13])[cH:9][cH:10][cH:11][cH:12]2)=[CH:2][CH2:3][CH2:4][CH2:5][CH2:6]1.[CH3:19][N:20]1[CH2:21][CH2:22][CH2:23][C:24]1=[O:25].[Cl-:16].[ClH:17].[OH2:18]>>[C:1]1([c:7]2[c:8]([C:14]#[N:15])[cH:9][cH:10][cH:11][cH:12]2)=[CH:2][CH2:3][CH2:4][CH2:5][CH2:6]1. Yields the product N#Cc1ccccc1C1=CCCCC1. Starting materials: FC1=CC(=C(C=C1)NC=1C2=C(N=CN1)SC(=C2C)C(=O)O)O[C@@H]2C[C@@H](CCC2)OC (racemic 4-[4-Fluoro-2-((cis)-3-methoxy-cyclohexyloxy)-phenylamino]-5-methyl-thieno[2,3-d]pyrimidine-6-carboxylic acid), N (ammonia). Yields the product FC1=CC(=C(C=C1)NC=1C2=C(N=CN1)SC(=C2C)C(=O)N)O[C@@H]2C[C@@H](CCC2)OC (Racemic 4-[4-Fluoro-2-((cis)-3-methoxy-cyclohexyloxy)-phenylamino]-5-methyl-thieno[2,3-d]pyrimidine-6-carboxylic acid amide). As a reaction SMILES: [F:1][C:2]1[CH:7]=[CH:6][C:5]([NH:8][C:9]2[C:10]3[C:17]([CH3:18])=[C:16]([C:19]([OH:21])=O)[S:15][C:11]=3[N:12]=[CH:13][N:14]=2)=[C:4]([O:22][C@H:23]2[CH2:28][CH2:27][CH2:26][C@@H:25]([O:29][CH3:30])[CH2:24]2)[CH:3]=1.[NH3:31]>>[F:1][C:2]1[CH:7]=[CH:6][C:5]([NH:8][C:9]2[C:10]3[C:17]([CH3:18])=[C:16]([C:19]([NH2:31])=[O:21])[S:15][C:11]=3[N:12]=[CH:13][N:14]=2)=[C:4]([O:22][C@H:23]2[CH2:28][CH2:27][CH2:26][C@@H:25]([O:29][CH3:30])[CH2:24]2)[CH:3]=1. Reported procedure: Prepared analogously to example 1.4 from 0.3 g racemic 4-[4-Fluoro-2-((cis)-3-methoxy-cyclohexyloxy)-phenylamino]-5-methyl-thieno[2,3-d]pyrimidine-6-carboxylic acid and ammonia (0.5 M in dioxan). The reactants are COC(=O)COc1ccc(-c2c(Br)ccc3sc4ccccc4c23)cc1, CO, [K+], C1CCOC1, [OH-]. Product: O=C(O)COc1ccc(-c2c(Br)ccc3sc4ccccc4c23)cc1. Reaction SMILES: [CH3:1][O:2][C:3]([CH2:4][O:5][c:6]1[cH:7][cH:8][c:9](-[c:12]2[c:13]([Br:25])[cH:14][cH:15][c:16]3[s:17][c:18]4[c:19]([c:20]23)[cH:21][cH:22][cH:23][cH:24]4)[cH:10][cH:11]1)=[O:26].[CH3:34][OH:35].[K+:28].[O:29]1[CH2:30][CH2:31][CH2:32][CH2:33]1.[OH-:27]>>[O:2]=[C:3]([CH2:4][O:5][c:6]1[cH:7][cH:8][c:9](-[c:12]2[c:13]([Br:25])[cH:14][cH:15][c:16]3[s:17][c:18]4[c:19]([c:20]23)[cH:21][cH:22][cH:23][cH:24]4)[cH:10][cH:11]1)[OH:26].